The task is: describe an organic reaction: reactants, conditions, products, and yield. This data is from the Open Reaction Database (ORD), a public repository of structured organic reaction records. Reactants: C([O-])([O-])=O.[K+].[K+] (potassium carbonate), BrC=1C=C2CN(C(C2=CC1)=O)C1CC1 (5-bromo-2-cyclopropylisoindolin-1-one), CC1(OB(OC1(C)C)C=1C=NC(=NC1)N)C (5-(4,4,5,5-tetramethyl-1,3,2-dioxaborolan-2-yl)pyrimidin-2-amine). The reagents and catalysts are C=1C=CC(=CC1)[P](C=2C=CC=CC2)(C=3C=CC=CC3)[Pd]([P](C=4C=CC=CC4)(C=5C=CC=CC5)C=6C=CC=CC6)([P](C=7C=CC=CC7)(C=8C=CC=CC8)C=9C=CC=CC9)[P](C=1C=CC=CC1)(C=1C=CC=CC1)C=1C=CC=CC1 (tetrakis(triphenylphosphine)palladium). Solvent: O (water), C1(=CC=CC=C1)C (toluene), C(C)O (ethanol). Run at temperature 120 celsius. Product: NC1=NC=C(C=N1)C=1C=C2CN(C(C2=CC1)=O)C1CC1 (5-(2-aminopyrimidin-5-yl)-2-cyclopropylisoindolin-1-one). The yield is 45.5%. Reaction SMILES: C(=O)([O-])[O-].[K+].[K+].Br[C:8]1[CH:9]=[C:10]2[C:14](=[CH:15][CH:16]=1)[C:13](=[O:17])[N:12]([CH:18]1[CH2:20][CH2:19]1)[CH2:11]2.CC1(C)C(C)(C)OB([C:29]2[CH:30]=[N:31][C:32]([NH2:35])=[N:33][CH:34]=2)O1>O.C1(C)C=CC=CC=1.C(O)C.C1C=CC([P]([Pd]([P](C2C=CC=CC=2)(C2C=CC=CC=2)C2C=CC=CC=2)([P](C2C=CC=CC=2)(C2C=CC=CC=2)C2C=CC=CC=2)[P](C2C=CC=CC=2)(C2C=CC=CC=2)C2C=CC=CC=2)(C2C=CC=CC=2)C2C=CC=CC=2)=CC=1>[NH2:35][C:32]1[N:33]=[CH:34][C:29]([C:8]2[CH:9]=[C:10]3[C:14](=[CH:15][CH:16]=2)[C:13](=[O:17])[N:12]([CH:18]2[CH2:20][CH2:19]2)[CH2:11]3)=[CH:30][N:31]=1 |f:0.1.2,^1:51,53,72,91|. Procedure: A solution of potassium carbonate (0.10 g, 0.75 mmol) in water (0.7 mL) was added to a mixture of 5-bromo-2-cyclopropylisoindolin-1-one (0.095 g, 0.38 mmol), 5-(4,4,5,5-tetramethyl-1,3,2-dioxaborolan-2-yl)pyrimidin-2-amine (0.12 g, 0.56 mmol), and tetrakis(triphenylphosphine)palladium (0.02 g, 0.02 mmol) in toluene (1.4 mL) and ethanol (0.7 mL). The resulting mixture was heated at 120° C. for 15 min. The reaction mixture was then quenched with saturated sodium bicarbonate (5 mL) and extracted wi... The reactants are BrC1=CC=C(C=C1)NC(C1=CC(=C(C=C1)Cl)[N+](=O)[O-])=O (N-(4-Bromo-phenyl)-4-chloro-3-nitro-benzamide), SC1=CC=C(C=C1)O (4-mercaptophenol), C([O-])([O-])=O.[Cs+].[Cs+] (cesium carbonate). Run in CN(C=O)C (N,N-dimethylformamide). The product is BrC1=CC=C(C=C1)NC(C1=CC(=C(C=C1)SC1=CC=C(C=C1)O)[N+](=O)[O-])=O (N-(4-Bromo-phenyl)-4-(4-hydroxy-phenylsulfanyl)-3-nitro-benzamide). Yield: 74.6%. Reaction SMILES: [Br:1][C:2]1[CH:7]=[CH:6][C:5]([NH:8][C:9](=[O:20])[C:10]2[CH:15]=[CH:14][C:13](Cl)=[C:12]([N+:17]([O-:19])=[O:18])[CH:11]=2)=[CH:4][CH:3]=1.[SH:21][C:22]1[CH:27]=[CH:26][C:25]([OH:28])=[CH:24][CH:23]=1.C(=O)([O-])[O-].[Cs+].[Cs+]>CN(C)C=O>[Br:1][C:2]1[CH:7]=[CH:6][C:5]([NH:8][C:9](=[O:20])[C:10]2[CH:15]=[CH:14][C:13]([S:21][C:22]3[CH:27]=[CH:26][C:25]([OH:28])=[CH:24][CH:23]=3)=[C:12]([N+:17]([O-:19])=[O:18])[CH:11]=2)=[CH:4][CH:3]=1 |f:2.3.4|. Procedure details: A solution of the product of Example 10A (553 mg, 1.557 mmol) in anhydrous N,N-dimethylformamide (15 mL) was treated with 4-mercaptophenol (196 mg, 1.557 mmol) and cesium carbonate (1.015 g, 3.114 mmol) at room temperature, then heated at 100° under a nitrogen atmosphere for 3 hours. The reaction was cooled to room temperature and the solvent removed by rotary evaporation in vacuo. The residue was taken up in H2O (30 mL) and the pH adjusted to 3 with 1N aqueous HCl. The aqueous was extracted wit... Reactants: C(CCCCCCCCCCCCCCC)O (n-Hexadecanol), [H-].[Na+] (sodium hydride), C(C=C)Br (Allyl bromide). The product is C(C=C)OCCCCCCCCCCCCCCCC (Allyl-n-hexadecylether). Reported procedure: n-Hexadecanol (24.2 g, 0.1 mol) was added to a suspension of sodium hydride (9.6 g of a 50% dispersion in mineral oil, 0.2 mol) in dimethylformamide (200 ml) and heated to 50° C. for 30 minutes. Allyl bromide, (24.2 g, 0.2 mol) was then added and the mixture heated to 90° C. for 5 hours. The reaction was cooled, diluted with a solution of saturated sodium chloride (300 ml), and extracted with ether (2×300 ml). The combined ether extracts were washed with a saturated solution of sodium chloride (... RXN SMILES: [CH2:1]([OH:17])[CH2:2][CH2:3][CH2:4][CH2:5][CH2:6][CH2:7][CH2:8][CH2:9][CH2:10][CH2:11][CH2:12][CH2:13][CH2:14][CH2:15][CH3:16].[H-].[Na+].[CH2:20](Br)[CH:21]=[CH2:22]>CN(C)C=O.[Cl-].[Na+]>[CH2:22]([O:17][CH2:1][CH2:2][CH2:3][CH2:4][CH2:5][CH2:6][CH2:7][CH2:8][CH2:9][CH2:10][CH2:11][CH2:12][CH2:13][CH2:14][CH2:15][CH3:16])[CH:21]=[CH2:20] |f:1.2,5.6|. Reaction conditions: temperature 50 celsius. Yield: 49.6%. Solvent: [Cl-].[Na+] (sodium chloride), CN(C=O)C (dimethylformamide). Reactants: C(C1=CC=CC=C1)OC=1C=C(C=O)C=C(C1)OCC1=CC=CC=C1 (3,5 dibenzyloxy-benzaldehyde), Cl (hydrochloric acid), N (ammonia), [Si](C)(C)(C(C)(C)C)OC=1C=CC(=NC1)C (5-{[tert-butyl(dimethyl)silyl]oxy}-2-methyl pyridine), [Li+].CC(C)[N-]C(C)C (LDA). Solvent: C1CCOC1 (THF), C1CCOC1 (THF), O (Water), C1CCOC1 (THF), O (water). Run at temperature -78 celsius, time 1 hour. Product: C(C1=CC=CC=C1)OC=1C=C(C=C(C1)OCC1=CC=CC=C1)C(CC1=CC=C(C=N1)O)O (6-{2-[3,5-bis(benzyloxy)phenyl]-2-hydroxyethyl}pyridin-3-ol). The yield is 98.0%. RXN SMILES: [Si]([O:8][C:9]1[CH:10]=[CH:11][C:12]([CH3:15])=[N:13][CH:14]=1)(C(C)(C)C)(C)C.[Li+].CC([N-]C(C)C)C.[CH2:24]([O:31][C:32]1[CH:33]=[C:34]([CH:37]=[C:38]([O:40][CH2:41][C:42]2[CH:47]=[CH:46][CH:45]=[CH:44][CH:43]=2)[CH:39]=1)[CH:35]=[O:36])[C:25]1[CH:30]=[CH:29][CH:28]=[CH:27][CH:26]=1.Cl.N>C1COCC1.O>[CH2:41]([O:40][C:38]1[CH:37]=[C:34]([CH:35]([OH:36])[CH2:15][C:12]2[N:13]=[CH:14][C:9]([OH:8])=[CH:10][CH:11]=2)[CH:33]=[C:32]([O:31][CH2:24][C:25]2[CH:30]=[CH:29][CH:28]=[CH:27][CH:26]=2)[CH:39]=1)[C:42]1[CH:43]=[CH:44][CH:45]=[CH:46][CH:47]=1 |f:1.2|. Procedure: To a stirred solution of 5-{[tert-butyl(dimethyl)silyl]oxy}-2-methyl pyridine (1.20 g) in anhydrous THF (15 ml) under nitrogen and at −78° C. was added LDA (3.22 ml), and the solution stirred at −78° C. for 1 hour. 3,5 dibenzyloxy-benzaldehyde (2.05 g) was then added dropwise as a solution in THF, and the reaction mixture allowed to warm to ambient temperature over 1 hour. Water (20 ml) was added and the resulting mixture extracted with ethyl acetate (3×30 ml). The extracts were combined, washed... Reactants: IC1=C(C=C(C=C1)S(=O)(=O)C)C(=O)N1CCN(CC1)C1=CC=C(C=C1)C(F)(F)F ((2-Iodo-5-methanesulfonyl-phenyl)-[4-(4-trifluoromethyl-phenyl)-piperazin-1-yl]-methanone), CC1=NNC=C1 (3-Methyl-1H-pyrazole). The product is CS(=O)(=O)C=1C=CC(=C(C1)C(=O)N1CCN(CC1)C1=CC=C(C=C1)C(F)(F)F)N1N=C(C=C1)C ([5-Methanesulfonyl-2-(3-methyl-pyrazol-1-yl)-phenyl]-[4-(4-trifluoromethyl-phenyl)-piperazin-1-yl]-methanone). Procedure: The title compound was prepared according to the procedure described for example 294 from (2-Iodo-5-methanesulfonyl-phenyl)-[4-(4-trifluoromethyl-phenyl)-piperazin-1-yl]-methanone (compound CK) and 3-Methyl-1H-pyrazole (15%yield, white solid, MS (m/e): 493.5 (M+H, 100%) RXN SMILES: I[C:2]1[CH:7]=[CH:6][C:5]([S:8]([CH3:11])(=[O:10])=[O:9])=[CH:4][C:3]=1[C:12]([N:14]1[CH2:19][CH2:18][N:17]([C:20]2[CH:25]=[CH:24][C:23]([C:26]([F:29])([F:28])[F:27])=[CH:22][CH:21]=2)[CH2:16][CH2:15]1)=[O:13].[CH3:30][C:31]1[CH:35]=[CH:34][NH:33][N:32]=1>>[CH3:11][S:8]([C:5]1[CH:6]=[CH:7][C:2]([N:33]2[CH:34]=[CH:35][C:31]([CH3:30])=[N:32]2)=[C:3]([C:12]([N:14]2[CH2:19][CH2:18][N:17]([C:20]3[CH:25]=[CH:24][C:23]([C:26]([F:29])([F:28])[F:27])=[CH:22][CH:21]=3)[CH2:16][CH2:15]2)=[O:13])[CH:4]=1)(=[O:10])=[O:9]. Starting materials: CCOC(=O)C(=O)CC(C)(C)c1cc(Br)ccc1OC, CO, [Na+], [OH-]. Product: COc1ccc(Br)cc1C(C)(C)CC(=O)C(=O)O. RXN SMILES: [CH2:1]([CH3:2])[O:3][C:4]([C:5]([CH2:6][C:7]([CH3:8])([CH3:9])[c:10]1[c:11]([O:17][CH3:18])[cH:12][cH:13][c:14]([Br:16])[cH:15]1)=[O:19])=[O:20].[CH3:21][OH:22].[Na+:24].[OH-:23]>>[O:3]=[C:4]([C:5]([CH2:6][C:7]([CH3:8])([CH3:9])[c:10]1[c:11]([O:17][CH3:18])[cH:12][cH:13][c:14]([Br:16])[cH:15]1)=[O:19])[OH:20].